Dataset: the Open Reaction Database (ORD), a public repository of structured organic reaction records. Task: describe an organic reaction: reactants, conditions, products, and yield The reactants are Cc1ncc(CN(C(=O)OC(C)(C)C)c2ccc(C#N)cc2)c(CO)c1OCc1cccc(C#N)c1, O=C([O-])O, ClCCl, [Na+]. The product is Cc1ncc(CN(C(=O)OC(C)(C)C)c2ccc(C#N)cc2)c(C=O)c1OCc1cccc(C#N)c1. Reaction SMILES: [C:1]([CH3:2])([CH3:3])([CH3:4])[O:5][C:6]([N:7]([c:8]1[cH:9][cH:10][c:11]([C:14]#[N:15])[cH:12][cH:13]1)[CH2:16][c:17]1[cH:18][n:19][c:20]([CH3:35])[c:21]([O:25][CH2:26][c:27]2[cH:28][c:29]([C:33]#[N:34])[cH:30][cH:31][cH:32]2)[c:22]1[CH2:23][OH:24])=[O:36].[C:37](=[O:38])([OH:39])[O-:40].[Cl:42][CH2:43][Cl:44].[Na+:41]>>[C:1]([CH3:2])([CH3:3])([CH3:4])[O:5][C:6]([N:7]([c:8]1[cH:9][cH:10][c:11]([C:14]#[N:15])[cH:12][cH:13]1)[CH2:16][c:17]1[cH:18][n:19][c:20]([CH3:35])[c:21]([O:25][CH2:26][c:27]2[cH:28][c:29]([C:33]#[N:34])[cH:30][cH:31][cH:32]2)[c:22]1[CH:23]=[O:24])=[O:36].